Dataset: the Open Reaction Database (ORD), a public repository of structured organic reaction records. Task: describe an organic reaction: reactants, conditions, products, and yield Reactants: C(C)(C)(C)OC(=O)N1CCC=2C(=NNC2CC1)C1=CC=C(C=C1)Cl (3-(4-chloro-phenyl)-4,5,7,8-tetrahydro-1H-1,2,6-triaza-azulene-6-carboxylic acid tert-butyl ester), ICCC (1-iodopropane), C(C)(C)(C)OC(=O)N1CCC2=C(N(N=C2CC1)CCC)C1=CC=C(C=C1)Cl (3-(4-chloro-phenyl)-2-propyl-4,5,7,8-tetrahydro-2H-1,2,6-triaza-azulene-6-carboxylic acid tert-butyl ester). Yields the product ClC1=CC=C(C=C1)C1=NN(C=2CCNCCC12)CCC (3-(4-Chloro-phenyl)-1-propyl-1,4,5,6,7,8-hexahydro-1,2,6-triaza-azulene). Reaction SMILES: C(OC([N:8]1[CH2:17][CH2:16][C:15]2[NH:14][N:13]=[C:12]([C:18]3[CH:23]=[CH:22][C:21]([Cl:24])=[CH:20][CH:19]=3)[C:11]=2[CH2:10][CH2:9]1)=O)(C)(C)C.I[CH2:26][CH2:27][CH3:28].C(OC(N1CCC2C(=C(C3C=CC(Cl)=CC=3)N(CCC)N=2)CC1)=O)(C)(C)C>>[Cl:24][C:21]1[CH:20]=[CH:19][C:18]([C:12]2[C:11]3[CH2:10][CH2:9][NH:8][CH2:17][CH2:16][C:15]=3[N:14]([CH2:26][CH2:27][CH3:28])[N:13]=2)=[CH:23][CH:22]=1. Reported procedure: The title compound (0.031 g) was prepared from 3-(4-chloro-phenyl)-4,5,7,8-tetrahydro-1H-1,2,6-triaza-azulene-6-carboxylic acid tert-butyl ester (Example 59, Step C, 0.1 g) using 1-iodopropane (0.33 mL) in place of benzyl chloride. The reaction sequence also yielded 3-(4-chloro-phenyl)-2-propyl-4,5,7,8-tetrahydro-2H-1,2,6-triaza-azulene-6-carboxylic acid tert-butyl ester in the alkylation step. MS (ESI): exact mass calculated for C16H20ClN3, 289.13. found, m/z 290.2 [M+H]+. 1H NMR (500 MHz, CD3O... Starting materials: COC(=O)c1cc([N+](=O)[O-])cc2cc(C(C)(C)C)[nH]c12, CC(C)C[AlH]CC(C)C, ClCCl, O. Product: CC(C)(C)c1cc2cc([N+](=O)[O-])cc(CO)c2[nH]1. As a reaction SMILES: [C:1]([CH3:2])([CH3:3])([CH3:4])[c:5]1[nH:6][c:7]2[c:8]([C:17](=[O:18])[O:19][CH3:20])[cH:9][c:10]([N+:14](=[O:15])[O-:16])[cH:11][c:12]2[cH:13]1.[CH3:24][CH:25]([CH2:26][AlH:27][CH2:28][CH:29]([CH3:30])[CH3:31])[CH3:32].[Cl:21][CH2:22][Cl:23].[OH2:33]>>[C:1]([CH3:2])([CH3:3])([CH3:4])[c:5]1[nH:6][c:7]2[c:8]([CH2:17][OH:18])[cH:9][c:10]([N+:14](=[O:15])[O-:16])[cH:11][c:12]2[cH:13]1. RXN SMILES: Cl.[NH2:2][CH2:3][CH2:4][CH2:5][P:6]([CH2:9][CH:10]([CH3:12])[CH3:11])(=[O:8])[OH:7].C1OC1C>CO>[NH2:2][CH2:3][CH2:4][CH2:5][P:6]([CH2:9][CH:10]([CH3:12])[CH3:11])(=[O:7])[OH:8] |f:0.1|. Product: NCCCP(O)(=O)CC(C)C (3-aminopropyl(isobutyl)phosphinic acid). Run in CO (methanol). Procedure details: A mixture of 14.76 g (0.12 mol) of 3-aminopropylphosphonous acid and 96.72 g (0.6 mol) of hexamethyldisilazane is refluxed under an atmosphere of argon with stirring for 16 hours to give a solution. To this solution are added at reflux 60 ml of diethyleneglycol dimethylether and the solution is refluxed for additional 2 hours. The reaction is cooled to 120° and 38.75 g (0.3 mol) of N-ethyl-diisopropyl-amine are added within 20 minutes followed by addition of 54.06 g (0.3 mol) of isobutyl iodide ... Conditions: time 8 hour. Reactants: Cl.NCCCP(O)(=O)CC(C)C (3-aminopropyl(isobutyl)phosphinic acid hydrochloride), C1C(C)O1 (propylenoxide). Starting materials: NC=1C=C2C(=NC=NC2=CC1)NC1=CC(=CC=C1)Cl (6-amino-4-(3'-chloroanilino)quinazoline), C(C)(=O)OC(C)=O (acetic anhydride). Yields the product C(C)(=O)NC=1C=C2C(=NC=NC2=CC1)NC1=CC(=CC=C1)Cl (6-acetamido-4-(3'-chloroanilino)quinazoline). Isolated yield 50.0%. RXN SMILES: [NH2:1][C:2]1[CH:3]=[C:4]2[C:9](=[CH:10][CH:11]=1)[N:8]=[CH:7][N:6]=[C:5]2[NH:12][C:13]1[CH:18]=[CH:17][CH:16]=[C:15]([Cl:19])[CH:14]=1.[C:20](OC(=O)C)(=[O:22])[CH3:21]>>[C:20]([NH:1][C:2]1[CH:3]=[C:4]2[C:9](=[CH:10][CH:11]=1)[N:8]=[CH:7][N:6]=[C:5]2[NH:12][C:13]1[CH:18]=[CH:17][CH:16]=[C:15]([Cl:19])[CH:14]=1)(=[O:22])[CH3:21]. Reported procedure: Using an analogous procedure to that described in Example 11, 6-amino-4-(3'-chloroanilino)quinazoline was reacted with acetic anhydride to give 6-acetamido-4-(3'-chloroanilino)quinazoline in 50% yield, m.p. 260°-262° C. The reactants are ClC=1C=CC2=C(C(=NCC=3N2C(=NN3)CCl)C3=CC=CC=C3)C1 (8-chloro-1-(chloromethyl)-6-phenyl-4H-s-triazolo[4,3-a][1,4]benzodiazepine), CN (methylamine), [I-].[Na+] (sodium iodide). Yields the product ClC=1C=CC2=C(C(=NCC=3N2C(=NN3)CNC)C3=CC=CC=C3)C1 (8-chloro-1-[(methylamino)methyl]-6-phenyl-4H-s-triazolo[4,3-a][1,4]benzodiazepin). RXN SMILES: [Cl:1][C:2]1[CH:3]=[CH:4][C:5]2[N:11]3[C:12]([CH2:15]Cl)=[N:13][N:14]=[C:10]3[CH2:9][N:8]=[C:7]([C:17]3[CH:22]=[CH:21][CH:20]=[CH:19][CH:18]=3)[C:6]=2[CH:23]=1.[CH3:24][NH2:25].[I-].[Na+]>>[Cl:1][C:2]1[CH:3]=[CH:4][C:5]2[N:11]3[C:12]([CH2:15][NH:25][CH3:24])=[N:13][N:14]=[C:10]3[CH2:9][N:8]=[C:7]([C:17]3[CH:18]=[CH:19][CH:20]=[CH:21][CH:22]=3)[C:6]=2[CH:23]=1 |f:2.3|. Reported procedure: In the manner given in Example 1, 8-chloro-1-(chloromethyl)-6-phenyl-4H-s-triazolo[4,3-a][1,4]benzodiazepine was reacted with methylamine in the presence of sodium iodide to give 8-chloro-1-[(methylamino)methyl]-6-phenyl-4H-s-triazolo[4,3-a][1,4]benzodiazepin of melting point 152°-156° C. Reactants: COC1=CC=C2CCC(CC2=C1)=O (7-methoxy-2-tetralone), CN (methylamine), ice methanol. Reagents/catalysts: [Ti](Cl)(Cl)(Cl)Cl (titanium tetrachloride). The solvent is CCCCC (pentane), solvent, CCOCC (ether). Run at time 30 minute. Product: CNC1=CC2=CC(=CC=C2CC1)OC (2-Methylamino-7-methoxy-3,4-dihydronaphthalene). As a reaction SMILES: [CH3:1][NH2:2].[CH3:3][O:4][C:5]1[CH:14]=[C:13]2[C:8]([CH2:9][CH2:10][C:11](=O)[CH2:12]2)=[CH:7][CH:6]=1>CCOCC.CCCCC.[Ti](Cl)(Cl)(Cl)Cl>[CH3:1][NH:2][C:11]1[CH2:10][CH2:9][C:8]2[C:13](=[CH:14][C:5]([O:4][CH3:3])=[CH:6][CH:7]=2)[CH:12]=1. Reported procedure: This compound was prepared according to the procedure described by Evans, et al., J. Org. Chem. 35, 4122 (1970) as follows. Into a dry, nitrogen purged, 500 ml, 3-neck flask fitted with mechanical stirrer, dropping funnel and nitrogen inlet tube was added a solution of 14.3 g (460 mmole) methylamine in anhydrous ether (100 ml) and a solution of 20.0 g (113.5 mmole) 7-methoxy-2-tetralone in same solvent (100 ml) and the solution was placed under a slow stream of nitrogen and cooled to -18° (ice-m... Reactants: CNC1CCCCC1NC, CNC1CCCCC1NC, Cc1cc[nH]n1, Cc1ccccc1, I[Cu]I, O=c1[nH]c(=O)n(CCCN2CC3CC3(c3ccc(C(F)(F)F)cc3)C2)cc1I, [K+], [K+], O=C([O-])[O-]. The product is Cc1ccn(-c2cn(CCCN3CC4CC4(c4ccc(C(F)(F)F)cc4)C3)c(=O)[nH]c2=O)n1. Reaction SMILES: [CH3:11][NH:12][CH:13]1[CH2:14][CH2:15][CH2:16][CH2:17][CH:18]1[NH:19][CH3:20].[CH3:1][NH:2][CH:3]1[CH2:4][CH2:5][CH2:6][CH2:7][CH:8]1[NH:9][CH3:10].[CH3:55][c:56]1[n:57][nH:58][cH:59][cH:60]1.[CH3:61][c:62]1[cH:63][cH:64][cH:65][cH:66][cH:67]1.[Cu:68]([I:69])[I:70].[I:21][c:22]1[c:23](=[O:48])[nH:24][c:25](=[O:47])[n:26]([CH2:28][CH2:29][CH2:30][N:31]2[CH2:32][C:33]3([c:37]4[cH:38][cH:39][c:40]([C:43]([F:44])([F:45])[F:46])[cH:41][cH:42]4)[CH2:34][CH:35]3[CH2:36]2)[cH:27]1.[K+:49].[K+:50].[O-:51][C:52]([O-:53])=[O:54]>>[c:22]1(-[n:58]2[n:57][c:56]([CH3:55])[cH:60][cH:59]2)[c:23](=[O:48])[nH:24][c:25](=[O:47])[n:26]([CH2:28][CH2:29][CH2:30][N:31]2[CH2:32][C:33]3([c:37]4[cH:38][cH:39][c:40]([C:43]([F:44])([F:45])[F:46])[cH:41][cH:42]4)[CH2:34][CH:35]3[CH2:36]2)[cH:27]1. The reactants are CS(=O)(=O)Nc1ccccc1Br, CCOC(C)=O, C1CCC2=NCCCN2CC1, CO, CCCCCC, [Cl-], O, O, c1cnc2c(c1)ccc1cccnc12. Product: COc1ccccc1NS(C)(=O)=O. As a reaction SMILES: [Br:1][c:2]1[c:3]([NH:8][S:9](=[O:10])(=[O:11])[CH3:12])[cH:4][cH:5][cH:6][cH:7]1.[C:43]([O:44][CH2:45][CH3:46])(=[O:47])[CH3:48].[CH2:13]1[CH2:14][CH2:15][C:16]2=[N:21][CH2:20][CH2:19][CH2:18][N:17]2[CH2:22][CH2:23]1.[CH3:41][OH:42].[CH3:49][CH2:50][CH2:51][CH2:52][CH2:53][CH3:54].[Cl-:26].[OH2:24].[OH2:25].[cH:27]1[cH:28][c:29]2[cH:30][cH:31][c:32]3[c:33]([c:34]2[n:35][cH:36]1)[n:37][cH:38][cH:39][cH:40]3>>[c:2]1([O:24][CH3:41])[c:3]([NH:8][S:9](=[O:10])(=[O:11])[CH3:12])[cH:4][cH:5][cH:6][cH:7]1. Reactants: CC(C)(C)N(Cc1ccccc1)CC(O)c1ccc(OCc2ccccc2)c([N+](=O)[O-])c1, CC(=O)O, [Fe]. The product is CC(C)(C)N(Cc1ccccc1)CC(O)c1ccc(OCc2ccccc2)c(N)c1. Reaction SMILES: [CH2:1]([c:2]1[cH:3][cH:4][cH:5][cH:6][cH:7]1)[O:8][c:9]1[c:10]([N+:30]([O-:31])=[O:32])[cH:11][c:12]([CH:13]([CH2:14][N:15]([C:16]([CH3:17])([CH3:18])[CH3:19])[CH2:20][c:21]2[cH:22][cH:23][cH:24][cH:25][cH:26]2)[OH:27])[cH:28][cH:29]1.[CH3:34][C:35](=[O:36])[OH:37].[Fe:33]>>[CH2:1]([c:2]1[cH:3][cH:4][cH:5][cH:6][cH:7]1)[O:8][c:9]1[c:10]([NH2:30])[cH:11][c:12]([CH:13]([CH2:14][N:15]([C:16]([CH3:17])([CH3:18])[CH3:19])[CH2:20][c:21]2[cH:22][cH:23][cH:24][cH:25][cH:26]2)[OH:27])[cH:28][cH:29]1.